The task is: describe an organic reaction: reactants, conditions, products, and yield. This data is from the Open Reaction Database (ORD), a public repository of structured organic reaction records. Starting materials: ClC=1NC(=CC1C(=O)OCC)C1=CC=CC=C1 (ethyl 2-chloro-5-phenyl-1H-pyrrole-3-carboxylate), [H-].[Na+] (sodium hydride), C1(=CC=CC=C1)S(=O)(=O)Cl (Benzenesulfonyl chloride), C1COCCOCCOCCOCCO1 (15-Crown-5). Solvent: O1CCCC1 (tetrahydrofuran), [Cl-].[Na+].O (brine). Run at time 30 minute. The product is ClC=1N(C(=CC1C(=O)OCC)C1=CC=CC=C1)S(=O)(=O)C1=CC=CC=C1 (Ethyl 2-chloro-5-phenyl-1-(phenylsulfonyl)-1H-pyrrole-3-carboxylate). Yield: 81.3%. RXN SMILES: [Cl:1][C:2]1[NH:3][C:4]([C:12]2[CH:17]=[CH:16][CH:15]=[CH:14][CH:13]=2)=[CH:5][C:6]=1[C:7]([O:9][CH2:10][CH3:11])=[O:8].[H-].[Na+].C1OCCOCCOCCOCCOC1.[C:35]1([S:41](Cl)(=[O:43])=[O:42])[CH:40]=[CH:39][CH:38]=[CH:37][CH:36]=1>O1CCCC1.[Cl-].[Na+].O>[Cl:1][C:2]1[N:3]([S:41]([C:35]2[CH:40]=[CH:39][CH:38]=[CH:37][CH:36]=2)(=[O:43])=[O:42])[C:4]([C:12]2[CH:17]=[CH:16][CH:15]=[CH:14][CH:13]=2)=[CH:5][C:6]=1[C:7]([O:9][CH2:10][CH3:11])=[O:8] |f:1.2,6.7.8|. Procedure: To a solution (40 mL) of ethyl 2-chloro-5-phenyl-1H-pyrrole-3-carboxylate (1.0 g) in tetrahydrofuran was added sodium hydride (60% in oil, 488 mg) at room temperature and the mixture was stirred for 30 min. 15-Crown-5 (2.65 g) was added dropwise and the mixture was stirred for 30 min. Benzenesulfonyl chloride (1.84 g) was added, and the mixture was further stirred for 24 hr. Saturated brine was added to the reaction mixture, and the mixture was extracted with ethyl acetate. The extract was washe...